Dataset: the Open Reaction Database (ORD), a public repository of structured organic reaction records. Task: describe an organic reaction: reactants, conditions, products, and yield Reactants: COC=1C(=CC=CC1)N (o-anisidine), C(C)OC(CC(=O)C)=O (ethylacetoacetate), [H][H] (hydrogen), [H][H] (hydrogen). The reagents and catalysts are [Pt] (Pt/C), C1(=CC=C(C=C1)S(=O)(=O)O)C (p-toluenesulfonic acid). Solvent: C(C)(C)O (isopropyl alcohol). Yields the product COC1=C(C=CC=C1)NC(CC(=O)OCC)C (ethyl 3(2'-methoxyphenylamino)butyrate). Isolated yield 62.8%. Reaction SMILES: [CH3:1][O:2][C:3]1[C:4]([NH2:9])=[CH:5][CH:6]=[CH:7][CH:8]=1.[CH2:10]([O:12][C:13](=[O:18])[CH2:14][C:15]([CH3:17])=O)[CH3:11].[H][H]>[Pt].C1(C)C=CC(S(O)(=O)=O)=CC=1.C(O)(C)C>[CH3:1][O:2][C:3]1[CH:8]=[CH:7][CH:6]=[CH:5][C:4]=1[NH:9][CH:15]([CH3:17])[CH2:14][C:13]([O:12][CH2:10][CH3:11])=[O:18]. Procedure: A mixture of 123.0 g (1 mole) of o-anisidine, 260.0 g (2 moles) of ethylacetoacetate, 400 ml of isopropyl alcohol, 10.0 g of 1% Pt/C, 2.5 g of p-toluenesulfonic acid is treated in an autoclave at 165° C., with 1000 psi of hydrogen until the uptake of hydrogen ceases. The catalyst is removed by filtration. The solution is distilled under vacuum to yield 149.0 g of ethyl 3(2'-methoxyphenylamino)butyrate. Starting materials: Br (HBr), ClC1=C(C(=NC=C1)NC(OC(C)(C)C)=O)I (tert-butyl (4-chloro-3-iodopyridin-2-yl)carbamate), [OH-].[Na+] (NaOH). The solvent is O (water). Run at time 3 hour. The product is ClC1=C(C(=NC=C1)N)I (4-chloro-3-iodopyridin-2-amine). The yield is 90.4%. RXN SMILES: Br.[Cl:2][C:3]1[CH:8]=[CH:7][N:6]=[C:5]([NH:9]C(=O)OC(C)(C)C)[C:4]=1[I:17].[OH-].[Na+]>O>[Cl:2][C:3]1[CH:8]=[CH:7][N:6]=[C:5]([NH2:9])[C:4]=1[I:17] |f:2.3|. Reported procedure: A solution of aqueous HBr (48%, 10 mL, 13.26 mmol) was added to tert-butyl (4-chloro-3-iodopyridin-2-yl)carbamate (4.7 g, 13.26 mmol) and the suspension was stirred at RT for 3 h. The reaction mixture was diluted with water (40 ml), basified with 2N NaOH and the resultant suspension was filtered, washed with water (4×1 mL) and dried to afford 4-chloro-3-iodopyridin-2-amine as white solid (3.05 g, 90% yield). MS (ESI) m/z: 254.9 (M+H+). The reactants are FC1=C(C#N)C=CC=C1 (2-fluorobenzonitrile), N1C(CCC1)O (pyrolidin-2-ol), C(C)(C)N(CC)C(C)C (diisopropylethylamine). Solvent: ClCCl (dichloromethane), C([O-])([O-])=O.[Na+].[Na+] (sodium carbonate). Run at time 5 day. Yields the product C(#N)C1=C(C=CC=C1)N1C(CCC1)O (N-(2-Cyanophenyl)-pyrolidin-2-ol). As a reaction SMILES: F[C:2]1[CH:9]=[CH:8][CH:7]=[CH:6][C:3]=1[C:4]#[N:5].[NH:10]1[CH2:14][CH2:13][CH2:12][CH:11]1[OH:15].C(N(C(C)C)CC)(C)C>ClCCl.C(=O)([O-])[O-].[Na+].[Na+]>[C:4]([C:3]1[CH:6]=[CH:7][CH:8]=[CH:9][C:2]=1[N:10]1[CH2:14][CH2:13][CH2:12][CH:11]1[OH:15])#[N:5] |f:4.5.6|. Procedure details: A mixture of 2-fluorobenzonitrile (4.03 g, 33.2 mmol) and pyrolidin-2-ol (2.92 g, 33.5 mmol) was treated with diisopropylethylamine (4.37 g, 33.8 mmol) at room temperature. The mixture was stirred at room temperature (5 d). The resulting mixture was diluted with dichloromethane and sodium carbonate solution and the aqueous layer was extracted with two additional portions of dichloromethane. The combined organic extracts were washed with brine and dried over Na2SO4. The solvent was removed in vac... Starting materials: O[C@@H]1CC[C@H](CC1)N(C1=C(SC(=C1)C1=CCC(CC1)=O)C(=O)O)C(=O)[C@@H]1CC[C@H](CC1)C (3-[(trans-4-hydroxy-cyclohexyl)-(trans-4-methyl-cyclohexanecarbonyl)-amino]-5-(4-oxo-cyclohex-1-enyl)-thiophene-2-carboxylic acid), Cl.C(C1=CC=CC=C1)ON (O-benzylhydroxylamine hydrochloride), C(C)(=O)[O-].[Na+] (sodium acetate). Solvent: O.C(C)O (H2O ethanol). Conditions: time 8 hour. The product is C(C1=CC=CC=C1)ON=C1CC=C(CC1)C1=CC(=C(S1)C(=O)O)N(C(=O)[C@@H]1CC[C@H](CC1)C)[C@@H]1CC[C@H](CC1)O (5-{4-benzyloxyimino-cyclohex-1-enyl}-3-[(trans-4-hydroxy-cyclohexyl)-(trans-4-methyl-cyclohexanecarbonyl)-amino]-thiophene-2-carboxylic acid). The yield is 54.5%. Reaction SMILES: [OH:1][C@H:2]1[CH2:7][CH2:6][C@H:5]([N:8]([C:24]([C@H:26]2[CH2:31][CH2:30][C@H:29]([CH3:32])[CH2:28][CH2:27]2)=[O:25])[C:9]2[CH:13]=[C:12]([C:14]3[CH2:19][CH2:18][C:17](=O)[CH2:16][CH:15]=3)[S:11][C:10]=2[C:21]([OH:23])=[O:22])[CH2:4][CH2:3]1.Cl.[CH2:34]([O:41][NH2:42])[C:35]1[CH:40]=[CH:39][CH:38]=[CH:37][CH:36]=1.C([O-])(=O)C.[Na+]>O.C(O)C>[CH2:34]([O:41][N:42]=[C:17]1[CH2:18][CH2:19][C:14]([C:12]2[S:11][C:10]([C:21]([OH:23])=[O:22])=[C:9]([N:8]([C@H:5]3[CH2:6][CH2:7][C@H:2]([OH:1])[CH2:3][CH2:4]3)[C:24]([C@H:26]3[CH2:27][CH2:28][C@H:29]([CH3:32])[CH2:30][CH2:31]3)=[O:25])[CH:13]=2)=[CH:15][CH2:16]1)[C:35]1[CH:40]=[CH:39][CH:38]=[CH:37][CH:36]=1 |f:1.2,3.4,5.6|. Reported procedure: To a solution of 3-[(trans-4-hydroxy-cyclohexyl)-(trans-4-methyl-cyclohexanecarbonyl)-amino]-5-(4-oxo-cyclohex-1-enyl)-thiophene-2-carboxylic acid (30 mg, 0.065 mmol) in a 2:1 H2O-ethanol mixture (3 mL) were added O-benzylhydroxylamine hydrochloride (21 mg, 0.13 mmol) and sodium acetate (18 mg, 0.13 mmol), and the mixture was stirred at room temperature overnight. Then the mixture was extracted with CH2Cl2, organic phase was dried over Na2SO4, concentrated under reduced pressure, and purified by... Reactants: O=C(CBr)c1ccc(Cl)cc1, CC#N, [K+], [K+], O=C([O-])[O-], O, CCOC(=O)N1CCC(Nc2nc3ccccc3[nH]2)CC1. The product is CCOC(=O)N1CCC(Nc2nc3ccccc3n2CC(=O)c2ccc(Cl)cc2)CC1. RXN SMILES: [Br:28][CH2:29][C:30](=[O:31])[c:32]1[cH:33][cH:34][c:35]([Cl:38])[cH:36][cH:37]1.[CH3:40][C:41]#[N:42].[K+:1].[K+:2].[O-:3][C:4]([O-:5])=[O:6].[OH2:39].[nH:7]1[c:8]([NH:16][CH:17]2[CH2:18][CH2:19][N:20]([C:23](=[O:24])[O:25][CH2:26][CH3:27])[CH2:21][CH2:22]2)[n:9][c:10]2[c:11]1[cH:12][cH:13][cH:14][cH:15]2>>[n:7]1([CH2:29][C:30](=[O:31])[c:32]2[cH:33][cH:34][c:35]([Cl:38])[cH:36][cH:37]2)[c:8]([NH:16][CH:17]2[CH2:18][CH2:19][N:20]([C:23](=[O:24])[O:25][CH2:26][CH3:27])[CH2:21][CH2:22]2)[n:9][c:10]2[c:11]1[cH:12][cH:13][cH:14][cH:15]2. Starting materials: CC(C)(C)OC(=O)N1CCC(COCc2cc(-c3ccc(C#N)cc3)cc(C(F)(F)F)c2)(c2ccc(F)cc2Br)CC1, O=C([O-])[O-], [K+], [K+], OB(O)c1ccccc1, c1ccc(P(c2ccccc2)(c2ccccc2)[Pd](P(c2ccccc2)(c2ccccc2)c2ccccc2)(P(c2ccccc2)(c2ccccc2)c2ccccc2)P(c2ccccc2)(c2ccccc2)c2ccccc2)cc1. Yields the product CC(C)(C)OC(=O)N1CCC(COCc2cc(-c3ccc(C#N)cc3)cc(C(F)(F)F)c2)(c2ccc(F)cc2-c2ccccc2)CC1. As a reaction SMILES: [Br:1][c:2]1[c:3]([C:9]2([CH2:22][O:23][CH2:24][c:25]3[cH:26][c:27](-[c:35]4[cH:36][cH:37][c:38]([C:41]#[N:42])[cH:39][cH:40]4)[cH:28][c:29]([C:31]([F:32])([F:33])[F:34])[cH:30]3)[CH2:10][CH2:11][N:12]([C:15](=[O:16])[O:17][C:18]([CH3:19])([CH3:20])[CH3:21])[CH2:13][CH2:14]2)[cH:4][cH:5][c:6]([F:8])[cH:7]1.[C:52](=[O:53])([O-:54])[O-:55].[K+:56].[K+:57].[c:43]1([B:49]([OH:50])[OH:51])[cH:44][cH:45][cH:46][cH:47][cH:48]1.[cH:58]1[cH:59][cH:60][c:61]([P:62]([Pd:63]([P:64]([c:65]2[cH:66][cH:67][cH:68][cH:69][cH:70]2)([c:71]2[cH:72][cH:73][cH:74][cH:75][cH:76]2)[c:77]2[cH:78][cH:79][cH:80][cH:81][cH:82]2)([P:83]([c:84]2[cH:85][cH:86][cH:87][cH:88][cH:89]2)([c:90]2[cH:91][cH:92][cH:93][cH:94][cH:95]2)[c:96]2[cH:97][cH:98][cH:99][cH:100][cH:101]2)[P:102]([c:103]2[cH:104][cH:105][cH:106][cH:107][cH:108]2)([c:109]2[cH:110][cH:111][cH:112][cH:113][cH:114]2)[c:115]2[cH:116][cH:117][cH:118][cH:119][cH:120]2)([c:121]2[cH:122][cH:123][cH:124][cH:125][cH:126]2)[c:127]2[cH:128][cH:129][cH:130][cH:131][cH:132]2)[cH:133][cH:134]1>>[c:2]1(-[c:43]2[cH:44][cH:45][cH:46][cH:47][cH:48]2)[c:3]([C:9]2([CH2:22][O:23][CH2:24][c:25]3[cH:26][c:27](-[c:35]4[cH:36][cH:37][c:38]([C:41]#[N:42])[cH:39][cH:40]4)[cH:28][c:29]([C:31]([F:32])([F:33])[F:34])[cH:30]3)[CH2:10][CH2:11][N:12]([C:15](=[O:16])[O:17][C:18]([CH3:19])([CH3:20])[CH3:21])[CH2:13][CH2:14]2)[cH:4][cH:5][c:6]([F:8])[cH:7]1. The reactants are C(C)OC(=O)CN(C(=O)C(CCC(=O)OC)CS(=O)(=O)C1=CC2=CC=CC=C2C=C1)CCCCC (methyl 4-(N-ethoxycarbonylmethyl-N-pentylcarbamoyl)-5-(2-naphthylsulfonyl)pentanoate), C[S-].[Li+] (lithium thiomethoxide), Cl (hydrochloric acid). Solvent: CN(P(N(C)C)(N(C)C)=O)C (hexamethylphosphoric triamide). Reaction conditions: time 30 minute. Yields the product C(C)OC(=O)CN(C(=O)C(CCC(=O)O)CS(=O)(=O)C1=CC2=CC=CC=C2C=C1)CCCCC (4-(N-ethoxycarbonylmethyl-N-pentylcarbamoyl)-5-(2-naphthylsulfonyl)pentanoic acid). Isolated yield 47.3%. As a reaction SMILES: [CH2:1]([O:3][C:4]([CH2:6][N:7]([CH2:31][CH2:32][CH2:33][CH2:34][CH3:35])[C:8]([CH:10]([CH2:17][S:18]([C:21]1[CH:30]=[CH:29][C:28]2[C:23](=[CH:24][CH:25]=[CH:26][CH:27]=2)[CH:22]=1)(=[O:20])=[O:19])[CH2:11][CH2:12][C:13]([O:15]C)=[O:14])=[O:9])=[O:5])[CH3:2].C[S-].[Li+].Cl>CN(C)P(=O)(N(C)C)N(C)C>[CH2:1]([O:3][C:4]([CH2:6][N:7]([CH2:31][CH2:32][CH2:33][CH2:34][CH3:35])[C:8]([CH:10]([CH2:17][S:18]([C:21]1[CH:30]=[CH:29][C:28]2[C:23](=[CH:24][CH:25]=[CH:26][CH:27]=2)[CH:22]=1)(=[O:20])=[O:19])[CH2:11][CH2:12][C:13]([OH:15])=[O:14])=[O:9])=[O:5])[CH3:2] |f:1.2|. Procedure: To a solution of methyl 4-(N-ethoxycarbonylmethyl-N-pentylcarbamoyl)-5-(2-naphthylsulfonyl)pentanoate (50 mg) in dry hexamethylphosphoric triamide (0.3 ml) was added lithium thiomethoxide (5 mg) under argon. After stirring at room temperature for 30 minutes, a dilute hydrochloric acid was added, and the reaction mixture was extracted with ethyl acetate. The organic layer was washed with water, dried over MgSO4, and evaporated at reduced pressure. The residue was purified by medium pressure liqui... The reactants are ice, C1(=CC=CC=C1)C1(C(C(CC1)CC=C)=O)[SeH] (2-phenylselenyl-5-(propene-3-yl)cyclopentanone), aqueous solution, OO (hydrogen peroxide), [Cl-].[NH4+] (ammonium chloride), crude mixture. Solvent: C(Cl)Cl (methylene chloride), C(Cl)Cl (methylene chloride). Product: C=CCC1CC=CC1=O (5-(propene-3-yl)cyclopent-2-enone). The yield is 75.0%. RXN SMILES: [C:1]1([C:7]2([SeH])[CH2:11][CH2:10][CH:9](CC=C)[C:8]2=[O:15])C=CC=[CH:3][CH:2]=1.[Cl-].[NH4+].OO>C(Cl)Cl>[CH2:3]=[CH:2][CH2:1][CH:7]1[C:8](=[O:15])[CH:9]=[CH:10][CH2:11]1 |f:1.2|. Reported procedure: An ice cold (3° C.) solution of 2-phenylselenyl-5-(propene-3-yl)cyclopentanone, (mixture of isomers, (12.0 g, 43 mmol)) in methylene chloride (200 mL) was stirred in a 1 L round bottomed-flask that was equipped for boil-over containment. To this solution was added saturated aqueous ammonium chloride (45 mL), followed by dropwise addition of a 30% aqueous solution of hydrogen peroxide (22 mL). The reaction mixture was then slowly warmed to room temperature with intermittent cooling, as necessary,...